From a dataset of the Open Reaction Database (ORD), a public repository of structured organic reaction records. describe an organic reaction: reactants, conditions, products, and yield The reactants are CC#N, COc1cc(C)nc(N)n1, [Na+], [OH-], O, O=C=NS(=O)(=O)c1ccccn1. Product: COc1cc(C)nc(NC(=O)NS(=O)(=O)c2ccccn2)n1. Reaction SMILES: [CH3:26][C:27]#[N:28].[NH2:1][c:2]1[n:3][c:4]([CH3:10])[cH:5][c:6]([O:8][CH3:9])[n:7]1.[Na+:25].[OH-:24].[OH2:23].[n:11]1[c:12]([S:17](=[O:18])(=[O:19])[N:20]=[C:21]=[O:22])[cH:13][cH:14][cH:15][cH:16]1>>[NH:1]([c:2]1[n:3][c:4]([CH3:10])[cH:5][c:6]([O:8][CH3:9])[n:7]1)[C:21]([NH:20][S:17]([c:12]1[n:11][cH:16][cH:15][cH:14][cH:13]1)(=[O:18])=[O:19])=[O:22]. Reactants: O=C(Cl)OCc1ccccc1, CCOC(=O)C(N)C#N, O, c1ccncc1. Product: CCOC(=O)C(C#N)NC(=O)OCc1ccccc1. Reaction SMILES: [CH2:16]([c:17]1[cH:18][cH:19][cH:20][cH:21][cH:22]1)[O:23][C:24](=[O:25])[Cl:26].[CH2:1]([CH3:2])[O:3][C:4]([CH:5]([C:6]#[N:7])[NH2:8])=[O:9].[OH2:27].[cH:10]1[cH:11][cH:12][n:13][cH:14][cH:15]1>>[CH2:1]([CH3:2])[O:3][C:4]([CH:5]([C:6]#[N:7])[NH:8][C:24]([O:23][CH2:16][c:17]1[cH:18][cH:19][cH:20][cH:21][cH:22]1)=[O:25])=[O:9].